Dataset: the Open Reaction Database (ORD), a public repository of structured organic reaction records. Task: describe an organic reaction: reactants, conditions, products, and yield Starting materials: Cl.C[C@@H]1CC2=C([C@@H](N1CCNC(C1=CC=C(C=C1)[N+](=O)[O-])=O)C)SC=C2 (cis-4,5,6,7-Tetrahydro-5,7-dimethyl-6-[2-(4-nitrobenzamido)ethyl]-thieno[2,3-c]pyridine Hydrochloride), BrBr (bromine). Product: Cl.BrC1=CC2=C([C@@H](N([C@@H](C2)C)CCNC(C2=CC=C(C=C2)[N+](=O)[O-])=O)C)S1 (cis-2-Bromo-4,5,6,7-tetrahydro-5,7-dimethyl-6-[2-(4-nitrobenzamido)ethyl]thieno[2,3-c]pyridine Hydrochloride). RXN SMILES: [ClH:1].[CH3:2][C@H:3]1[N:8]([CH2:9][CH2:10][NH:11][C:12](=[O:22])[C:13]2[CH:18]=[CH:17][C:16]([N+:19]([O-:21])=[O:20])=[CH:15][CH:14]=2)[C@@H:7]([CH3:23])[C:6]2[S:24][CH:25]=[CH:26][C:5]=2[CH2:4]1.[Br:27]Br>>[ClH:1].[Br:27][C:25]1[S:24][C:6]2[C@H:7]([CH3:23])[N:8]([CH2:9][CH2:10][NH:11][C:12](=[O:22])[C:13]3[CH:14]=[CH:15][C:16]([N+:19]([O-:21])=[O:20])=[CH:17][CH:18]=3)[C@H:3]([CH3:2])[CH2:4][C:5]=2[CH:26]=1 |f:0.1,3.4|. Reported procedure: The thiophene compound from Example 28 (2.5 g, 6.96 mmol) was treated with bromine (0.71 mL, 14 mmol) as described for Example 75. The title compound was isolated (1.31 g, 43%) and treated with HCl/2-propanol (1.1 eq) to afford a brown solid; mp 265°-267° C.; IR (KBr) 3260 2480, 1665, 1600, 1550, 1525, 1340, 1290, 1105, 1110, 865, 855, 825 and 715 cm-1.